Dataset: the Open Reaction Database (ORD), a public repository of structured organic reaction records. Task: describe an organic reaction: reactants, conditions, products, and yield Reactants: CC1CC(CCC1)C#N (3-methylcyclohexanecarbonitrile), BrCCC1=CC=C(C=C1)C1=CC=C(C=C1)CCCCC (1-bromo-2-(4'-pentylbiphenyl-4-yl)ethane), C(C)(C)[N-]C(C)C.[Li+] (lithium diisopropylamide). The solvent is C1CCOC1 (THF), C1CCOC1 (THF). Product: C(#N)C1(CC(CCC1)C)CCC1=CC=C(C=C1)C1=CC=C(C=C1)CCCCC (1-(1-cyano-3-methylcyclohexyl)-2-(4'-pentylbiphenyl-4-yl)ethane). As a reaction SMILES: [CH3:1][CH:2]1[CH2:7][CH2:6][CH2:5][CH:4]([C:8]#[N:9])[CH2:3]1.C([N-]C(C)C)(C)C.[Li+].Br[CH2:19][CH2:20][C:21]1[CH:26]=[CH:25][C:24]([C:27]2[CH:32]=[CH:31][C:30]([CH2:33][CH2:34][CH2:35][CH2:36][CH3:37])=[CH:29][CH:28]=2)=[CH:23][CH:22]=1>C1COCC1>[C:8]([C:4]1([CH2:19][CH2:20][C:21]2[CH:26]=[CH:25][C:24]([C:27]3[CH:32]=[CH:31][C:30]([CH2:33][CH2:34][CH2:35][CH2:36][CH3:37])=[CH:29][CH:28]=3)=[CH:23][CH:22]=2)[CH2:5][CH2:6][CH2:7][CH:2]([CH3:1])[CH2:3]1)#[N:9] |f:1.2|. Reported procedure: A mixture of 3.1 g of 3-methylcyclohexanecarbonitrile and 30 ml of THF has added to it at -78° a solution of lithium diisopropylamide (prepared from 3.3 g of diisopropylamine, 30 ml of THF and 19 ml of 1.6-molar butyllithium solution in hexane) and then a solution of 9.7 g of 1-bromo-2-(4'-pentylbiphenyl-4-yl)ethane in 30 ml of THF. Working up as in Example 1 gives 1-(1-cyano-3-methylcyclohexyl)-2-(4'-pentylbiphenyl-4-yl)ethane, m.p. 73°.